From a dataset of the Open Reaction Database (ORD), a public repository of structured organic reaction records. describe an organic reaction: reactants, conditions, products, and yield Reactants: COc1cc(C#N)ccc1NC(=O)C1NC(CC(C)(C)C)C2(C(=O)Nc3cc(Br)ccc32)C1c1cccc(Cl)c1F, CS(C)=O, [Na+], [OH-], OO. Yields the product COc1cc(C(N)=O)ccc1NC(=O)C1NC(CC(C)(C)C)C2(C(=O)Nc3cc(Br)ccc32)C1c1cccc(Cl)c1F. As a reaction SMILES: [C:1](#[N:2])[c:3]1[cH:4][c:5]([O:40][CH3:41])[c:6]([NH:9][C:10](=[O:11])[CH:12]2[CH:13]([c:32]3[c:33]([F:39])[c:34]([Cl:38])[cH:35][cH:36][cH:37]3)[C:14]3([C:15](=[O:24])[NH:16][c:17]4[cH:18][c:19]([Br:23])[cH:20][cH:21][c:22]43)[CH:25]([CH2:27][C:28]([CH3:29])([CH3:30])[CH3:31])[NH:26]2)[cH:7][cH:8]1.[CH3:46][S:47]([CH3:48])=[O:49].[Na+:45].[OH-:44].[OH:42][OH:43]>>[C:1]([NH2:2])([c:3]1[cH:4][c:5]([O:40][CH3:41])[c:6]([NH:9][C:10](=[O:11])[CH:12]2[CH:13]([c:32]3[c:33]([F:39])[c:34]([Cl:38])[cH:35][cH:36][cH:37]3)[C:14]3([C:15](=[O:24])[NH:16][c:17]4[cH:18][c:19]([Br:23])[cH:20][cH:21][c:22]43)[CH:25]([CH2:27][C:28]([CH3:29])([CH3:30])[CH3:31])[NH:26]2)[cH:7][cH:8]1)=[O:42]. Reactants: CC1(C(C2(CCC1)CC=CCC2)=O)C (2,2-Dimethylspiro[5,5]undec-8-en-1-one), C[Li] (methyllithium). Yields the product CC1(C(CCCC12CC=CCC2)(C)C)O (1,2,2-trimethylspiro[5,5]undec-8-en-1-ol). Yield: 98.0%. RXN SMILES: [CH3:1][C:2]1([CH3:14])[CH2:7][CH2:6][CH2:5][C:4]2([CH2:12][CH2:11][CH:10]=[CH:9][CH2:8]2)[C:3]1=[O:13].[CH3:15][Li]>>[CH3:15][C:3]1([OH:13])[C:4]2([CH2:12][CH2:11][CH:10]=[CH:9][CH2:8]2)[CH2:5][CH2:6][CH2:7][C:2]1([CH3:14])[CH3:1]. Procedure: 2,2-Dimethylspiro[5,5]undec-8-en-1-one was treated with methyllithium according to the general procedure (example 2, procedure 5) to give 1,2,2-trimethylspiro[5,5]undec-8-en-1-ol in 98% yield. The crude product was purified by bulb-to-bulb distillation (B.p.=140-150° C./0.032 mbar). The reactants are O.O.O.O.O.O.O.O.O.O.S(=O)(=O)([O-])[O-].[Na+].[Na+] (sodium sulfate decahydrate), COC(CC=1NC2=CC=C(C=C2C1SC)Cl)=O ((5-chloro-3-methylsulfanyl-1H-indol-2-yl)-acetic acid methyl ester), solution, [H-].[Al+3].[Li+].[H-].[H-].[H-] (lithium aluminum hydride). Solvent: CCOCC (ether), CCOCC (ether). Run at time 15 minute. The product is ClC=1C=C2C(=C(NC2=CC1)CCO)SC (2-(5-chloro-3-methylsulfanyl-1H-indol-2-yl)-ethanol), solid. The yield is 84.0%. RXN SMILES: C[O:2][C:3](=O)[CH2:4][C:5]1[NH:6][C:7]2[C:12]([C:13]=1[S:14][CH3:15])=[CH:11][C:10]([Cl:16])=[CH:9][CH:8]=2.[H-].[Al+3].[Li+].[H-].[H-].[H-].O.O.O.O.O.O.O.O.O.O.S([O-])([O-])(=O)=O.[Na+].[Na+]>CCOCC>[Cl:16][C:10]1[CH:11]=[C:12]2[C:7](=[CH:8][CH:9]=1)[NH:6][C:5]([CH2:4][CH2:3][OH:2])=[C:13]2[S:14][CH3:15] |f:1.2.3.4.5.6,7.8.9.10.11.12.13.14.15.16.17.18.19|. Procedure: To a solution of (5-chloro-3-methylsulfanyl-1H-indol-2-yl)-acetic acid methyl ester (0.252 g, 0.93 mmole) in ether (10 ml) was added 0.93 ml of a 1M solution of lithium aluminum hydride in ether at room temperature. The reaction mixture was stirred for 15 minutes, after which time sodium sulfate decahydrate (1 g) was cautiously added. The reaction mixture was stirred for an hour at room temperature, filtered, and the filtrate evaporated to dryness. The crude alcohol was purified by column chroma... Reactants: C1(=CC=CC=C1)C=NN1C(NCC1)=O (1-phenylmethyleneamino-2-imidazolidinone), CN(C)CCCl (dimethylaminoethyl chloride), C1(=CC=CC=C1)C=NN1C(N(CC1)CCCCI)=O (1-phenylmethyleneamino-3-(4-iodobutyl)-2-imidazolidinone), [H-].[Na+] (sodium hydride). Run in CN(C=O)C (dimethylformamide), O (water). Product: C1(=CC=CC=C1)C=NN1C(N(CC1)CCN(C)C)=O (1-phenylmethyleneamino-3-[2-(dimethylamino)ethyl]-2-imidazolidinone). Reaction SMILES: [C:1]1([CH:7]=[N:8][N:9]2[CH2:13][CH2:12][NH:11][C:10]2=[O:14])[CH:6]=[CH:5][CH:4]=[CH:3][CH:2]=1.C1(C=NN2[CH2:27][CH2:26][N:25]([CH2:28]CCCI)[C:24]2=O)C=CC=CC=1.[H-].[Na+].CN(CCCl)C>CN(C)C=O.O>[C:1]1([CH:7]=[N:8][N:9]2[CH2:13][CH2:12][N:11]([CH2:27][CH2:26][N:25]([CH3:28])[CH3:24])[C:10]2=[O:14])[CH:2]=[CH:3][CH:4]=[CH:5][CH:6]=1 |f:2.3|. Reported procedure: A solution of 1-phenylmethyleneamino-2-imidazolidinone (prepared as described in Part II of Example A (14.4 g, 0.076 mole) in dry dimethylformamide (338 ml) is stirred and treated portionwise over a 3 minute period with sodium hydride (60% dispersion in mineral oil) (3.0 g, 0.023 mole). During the addition, a nitrogen sweep is maintained. After the addition is complete, the reaction is heated on a steam bath for 15 minutes and then chilled to ambient temperature. The nitrogen sweep is discontinu... The reactants are N1(C=CC=C1)C=1C=C2NC(C(NC2=CC1C(F)(F)F)=O)=O (6-(1-Pyrrolyl)-7-trifluoromethyl-2,3(1H,4H)-quinoxalinedione), BrCC(=O)OC (methyl bromoacetate). Run in C(Cl)Cl.C(C)(=O)OCC (methylene chloride ethyl acetate). The product is COC(=O)CN1C(C(NC2=CC(=C(C=C12)N1C=CC=C1)C(F)(F)F)=O)=O (1-(Methoxycarbonylmethyl)-7-(1-pyrrolyl)-6-trifluoromethyl-2,3(1H,4H)-quinoxalinedione). Yield: 39.7%. RXN SMILES: [N:1]1([C:6]2[CH:7]=[C:8]3[C:13](=[CH:14][C:15]=2[C:16]([F:19])([F:18])[F:17])[NH:12][C:11](=[O:20])[C:10](=[O:21])[NH:9]3)[CH:5]=[CH:4][CH:3]=[CH:2]1.Br[CH2:23][C:24]([O:26][CH3:27])=[O:25]>C(Cl)Cl.C(OCC)(=O)C>[CH3:27][O:26][C:24]([CH2:23][N:9]1[C:8]2[C:13](=[CH:14][C:15]([C:16]([F:17])([F:18])[F:19])=[C:6]([N:1]3[CH:5]=[CH:4][CH:3]=[CH:2]3)[CH:7]=2)[NH:12][C:11](=[O:20])[C:10]1=[O:21])=[O:25] |f:2.3|. Reported procedure: 35 g (118.6 mmol) of 6-(1-pyrrolyl)-7-trifluoromethyl-2,3(1H,4H)-quinoxalinedione (Example 2) were reacted with 23.8 g (155.5 mmol) of methyl bromoacetate as in Example 23. The mobile phase used for the chromatography was methylene chloride/ethyl acetate=3/2. 17.3 g (40%) of the product were obtained. Starting materials: CCOC(=O)CC(CC(C)C)C[N+](=O)[O-], CCOC(=O)C=CCC(C)C, C[N+](=O)[O-]. Reaction SMILES: [CH2:12]([CH3:13])[O:14][C:15]([CH2:16][CH:17]([CH2:18][CH:19]([CH3:20])[CH3:21])[CH2:22][N+:23](=[O:24])[O-:25])=[O:26].[CH2:1]([O:2][C:3](=[O:4])[CH:5]=[CH:6][CH2:7][CH:8]([CH3:9])[CH3:10])[CH3:11].[N+:27]([CH3:28])([O-:29])=[O:30]>>[O:14]=[C:15]([CH2:16][CH:17]([CH2:18][CH:19]([CH3:20])[CH3:21])[CH2:22][N+:23](=[O:24])[O-:25])[OH:26]. The product is CC(C)CC(CC(=O)O)C[N+](=O)[O-]. Starting materials: C1=C(C=CC2=CC=CC=C12)OCCCCO (4-[(2-naphthalenyl)oxy]butanol), BrCCCCCCBr (1.6-dibromohexane), [OH-].[Na+] (sodium hydroxide). Solvent: O (water). Conditions: time 19 hour. Yields the product BrCCCCCCOCCCCOC1=CC2=CC=CC=C2C=C1 (2-[4-[(6-Bromohexyl)oxy]butoxy]naphthalene). As a reaction SMILES: [CH:1]1[C:10]2[C:5](=[CH:6][CH:7]=[CH:8][CH:9]=2)[CH:4]=[CH:3][C:2]=1[O:11][CH2:12][CH2:13][CH2:14][CH2:15][OH:16].[Br:17][CH2:18][CH2:19][CH2:20][CH2:21][CH2:22][CH2:23]Br.[OH-].[Na+]>O>[Br:17][CH2:18][CH2:19][CH2:20][CH2:21][CH2:22][CH2:23][O:16][CH2:15][CH2:14][CH2:13][CH2:12][O:11][C:2]1[CH:3]=[CH:4][C:5]2[C:10](=[CH:9][CH:8]=[CH:7][CH:6]=2)[CH:1]=1 |f:2.3|. Reported procedure: A mixture of 4-[(2-naphthalenyl)oxy]butanol (2.4 g), 1.6-dibromohexane (5.3 ml), TAB (1 g) and 50% sodium hydroxide solution (24 ml) was stirred at room temperature for 19 h. The mixture was diluted with water (100 ml) and extracted with ether (2×150 ml). The combined organic fractions were dried and evaporated in vacuo to give an oil. Purification by FCC eluting with hexane followed by hexane-ether (19:1→8:1) gave the title compound as a colourless oil, (2.34 g), t.l.c. (ether-hexane 1:1) Rf 0....